Dataset: the Open Reaction Database (ORD), a public repository of structured organic reaction records. Task: describe an organic reaction: reactants, conditions, products, and yield Product: N#Cc1cccnc1Oc1ccc(-c2cc3cccc(Cl)c3c(=O)n2Cc2ccc(F)cc2F)cc1. Reactants: O=C([O-])[O-], CN(C)C=O, CCOCC, O=c1c2c(Cl)cccc2cc(-c2ccc(O)cc2)n1Cc1ccc(F)cc1F, N#Cc1cccnc1Cl, [Cs+], [Cs+], O. RXN SMILES: [C:29](=[O:30])([O-:31])[O-:32].[CH3:44][N:45]([CH3:46])[CH:47]=[O:48].[CH3:50][CH2:51][O:52][CH2:53][CH3:54].[Cl:1][c:2]1[cH:3][cH:4][cH:5][c:6]2[cH:7][c:8](-[c:22]3[cH:23][cH:24][c:25]([OH:28])[cH:26][cH:27]3)[n:9]([CH2:13][c:14]3[c:15]([F:21])[cH:16][c:17]([F:20])[cH:18][cH:19]3)[c:10](=[O:12])[c:11]12.[Cl:35][c:36]1[c:37]([C:38]#[N:39])[cH:40][cH:41][cH:42][n:43]1.[Cs+:33].[Cs+:34].[OH2:49]>>[Cl:1][c:2]1[cH:3][cH:4][cH:5][c:6]2[cH:7][c:8](-[c:22]3[cH:23][cH:24][c:25]([O:28][c:36]4[c:37]([C:38]#[N:39])[cH:40][cH:41][cH:42][n:43]4)[cH:26][cH:27]3)[n:9]([CH2:13][c:14]3[c:15]([F:21])[cH:16][c:17]([F:20])[cH:18][cH:19]3)[c:10](=[O:12])[c:11]12. Procedure: 5-Cyano-6-hydroxy-pyridine-2-carboxylic acid methyl ester is treated with phosphorus oxychloride in dimethylformamide in accordance with known methods to give 6-chloro-5-cyano-pyridine-2-carboxylic acid methyl ester. The product is COC(=O)C1=NC(=C(C=C1)C#N)Cl (6-chloro-5-cyano-pyridine-2-carboxylic acid methyl ester). RXN SMILES: [CH3:1][O:2][C:3]([C:5]1[CH:10]=[CH:9][C:8]([C:11]#[N:12])=[C:7](O)[N:6]=1)=[O:4].P(Cl)(Cl)([Cl:16])=O>CN(C)C=O>[CH3:1][O:2][C:3]([C:5]1[CH:10]=[CH:9][C:8]([C:11]#[N:12])=[C:7]([Cl:16])[N:6]=1)=[O:4]. The solvent is CN(C=O)C (dimethylformamide). The reactants are COC(=O)C1=NC(=C(C=C1)C#N)O (5-Cyano-6-hydroxy-pyridine-2-carboxylic acid methyl ester), P(=O)(Cl)(Cl)Cl (phosphorus oxychloride). Reactants: S(=O)([O-])S(=O)[O-].[Na+].[Na+] (Sodium dithionite), NC1=CC(N(C(N1C1=CC(=CC=C1)OC)=O)CC1=CC=CC=C1)=O (6-amino-3-benzyl-1-(3-methoxyphenyl)uracil), C(=O)O (formic acid), N(=O)[O-].[Na+] (sodium nitrite), C(=O)N (formamide). Reported procedure: A mixture of 6-amino-3-benzyl-1-(3-methoxyphenyl)uracil (5.52 g), formic acid (3.2 ml) and sodium nitrite (1.45 g) in formamide (130 ml) was gradually heated up to 100° C. with stirring. Sodium dithionite (4.83 g) was then added in portions over a period of 10 min, the temperature being held at 100° C. The temperature was then raised to 190° C. and the mixture stirred at this temperature for 30 min. It was allowed to cool then extracted into chloroform. The chloroform solution was extracted into... Yields the product C(C1=CC=CC=C1)N1C(=O)N(C=2N=CNC2C1=O)C1=CC(=CC=C1)OC (1-BENZYL-3-(3-METHOXYPHENYL)XANTHINE). Reaction SMILES: [NH2:1][C:2]1[N:7]([C:8]2[CH:13]=[CH:12][CH:11]=[C:10]([O:14][CH3:15])[CH:9]=2)[C:6](=[O:16])[N:5]([CH2:17][C:18]2[CH:23]=[CH:22][CH:21]=[CH:20][CH:19]=2)[C:4](=[O:24])[CH:3]=1.C(O)=O.N([O-])=O.[Na+].S(S([O-])=O)([O-])=O.[Na+].[Na+].[CH:40]([NH2:42])=O>>[CH2:17]([N:5]1[C:4](=[O:24])[C:3]2[NH:42][CH:40]=[N:1][C:2]=2[N:7]([C:8]2[CH:13]=[CH:12][CH:11]=[C:10]([O:14][CH3:15])[CH:9]=2)[C:6]1=[O:16])[C:18]1[CH:19]=[CH:20][CH:21]=[CH:22][CH:23]=1 |f:2.3,4.5.6|. Reaction conditions: temperature 100 celsius. The reactants are CI (methyl iodide), C([O-])([O-])=O.[K+].[K+] (potassium carbonate), CI (methyl iodide), C(C)C1C(NC2=C(C(=N1)C1=C(C=CC=C1)F)C=C(C=C2)[N+](=O)[O-])=O (rac-3-ethyl-5-(o-fluorophenyl)-1,3-dihydro-7-nitro-2H-1,4-benzodiazepin-2-one). The solvent is CC(=O)C (acetone). Run at time 1 hour. Yields the product C(C)C1C(N(C2=C(C(=N1)C1=C(C=CC=C1)F)C=C(C=C2)[N+](=O)[O-])C)=O (rac-3-ethyl-5-(o-fluorophenyl)-1,3-dihydro-1-methyl-7-nitro-2H-1,4-benzodiazepin-2-one). Reaction SMILES: [CH2:1]([CH:3]1[N:9]=[C:8]([C:10]2[CH:15]=[CH:14][CH:13]=[CH:12][C:11]=2[F:16])[C:7]2[CH:17]=[C:18]([N+:21]([O-:23])=[O:22])[CH:19]=[CH:20][C:6]=2[NH:5][C:4]1=[O:24])[CH3:2].[C:25](=O)([O-])[O-].[K+].[K+].CI>CC(C)=O>[CH2:1]([CH:3]1[N:9]=[C:8]([C:10]2[CH:15]=[CH:14][CH:13]=[CH:12][C:11]=2[F:16])[C:7]2[CH:17]=[C:18]([N+:21]([O-:23])=[O:22])[CH:19]=[CH:20][C:6]=2[N:5]([CH3:25])[C:4]1=[O:24])[CH3:2] |f:1.2.3|. Procedure details: 30 g (0.092 M) of rac-3-ethyl-5-(o-fluorophenyl)-1,3-dihydro-7-nitro-2H-1,4-benzodiazepin-2-one are dissolved in 200 ml of absolute acetone, treated with 16 g of powdered potassium carbonate and 8 ml of methyl iodide and the mixture is stirred at room temperature. After 1 hour, a further 4 ml of methyl iodide are added and the mixture is stirred for a further 2.5 hours. The undissolved inorganic salts are filtered off under suction and the solution is concentrated. The residue is treated with wa... Reactants: C(=O)(O)[O-].[Na+] (NaHCO3), C(CC)N1C(N2C(C=3C=CC=CC13)=NC(=N2)C(=O)OCC)=O (ethyl 6-propyl-1,2,4-triazolo[1,5-c]quinazolin-5-one-2-carboxylate). Solvent: O (water). The product is C(CC)N1C(N2C(C=3C=CC=CC13)=NC(=N2)C(=O)O)=O (6-Propyl-1,2,4-triazolo[1,5-c]quinazolin-5-one-2-carboxylic acid). Reaction SMILES: C([O-])(O)=O.[Na+].[CH2:6]([N:9]1[C:18]2[CH:17]=[CH:16][CH:15]=[CH:14][C:13]=2[C:12]2=[N:19][C:20]([C:22]([O:24]CC)=[O:23])=[N:21][N:11]2[C:10]1=[O:27])[CH2:7][CH3:8]>O>[CH2:6]([N:9]1[C:18]2[CH:17]=[CH:16][CH:15]=[CH:14][C:13]=2[C:12]2=[N:19][C:20]([C:22]([OH:24])=[O:23])=[N:21][N:11]2[C:10]1=[O:27])[CH2:7][CH3:8] |f:0.1|. Procedure: 1.1 g of NaHCO3 were added to 3.5 g (0.012 mole) of ethyl 6-propyl-1,2,4-triazolo[1,5-c]quinazolin-5-one-2-carboxylate in 50 ml of water, and the mixture was refluxed for 8 hours. It was then filtered, and acidified with dilute HCl, and the precipitate was filtered off under suction and dried. Yield: 1.0 g (32%), mp. 233°-235° C. Starting materials: COC=1C=C2C(=CC=NC2=CC1OC)OC1=C(C=C(N)C=C1)C (4-[(6,7-Dimethoxy-4-quinolyl)oxy]-3-methylaniline), C1(=CC=CC=C1)C (toluene), CC=1C=C(C=CC1)C(=O)N=C=S (3-methyl-1-benzenecarbonyl isothiocyanate). The solvent is C(C)O (ethanol), C(C)O (ethanol). Conditions: time 2 hour. The product is COC=1C=C2C(=CC=NC2=CC1OC)OC1=C(C=C(C=C1)NC(=S)NC(C1=CC(=CC=C1)C)=O)C (N-{4-[(6,7-Dimethoxy-4-quinolyl)oxy]-3-methylphenyl}-N′-(3-methylbenzoyl)thiourea). Isolated yield 83.0%. RXN SMILES: [CH3:1][C:2]1[CH:3]=[C:4]([C:8]([N:10]=[C:11]=[S:12])=[O:9])[CH:5]=[CH:6][CH:7]=1.[CH3:13][O:14][C:15]1[CH:16]=[C:17]2[C:22](=[CH:23][C:24]=1[O:25][CH3:26])[N:21]=[CH:20][CH:19]=[C:18]2[O:27][C:28]1[CH:34]=[CH:33][C:31]([NH2:32])=[CH:30][C:29]=1[CH3:35].C1(C)C=CC=CC=1>C(O)C>[CH3:13][O:14][C:15]1[CH:16]=[C:17]2[C:22](=[CH:23][C:24]=1[O:25][CH3:26])[N:21]=[CH:20][CH:19]=[C:18]2[O:27][C:28]1[CH:34]=[CH:33][C:31]([NH:32][C:11]([NH:10][C:8](=[O:9])[C:4]2[CH:5]=[CH:6][CH:7]=[C:2]([CH3:1])[CH:3]=2)=[S:12])=[CH:30][C:29]=1[CH3:35]. Reported procedure: Commercially available 3-methyl-1-benzenecarbonyl isothiocyanate (50 μl) was dissolved in ethanol (1 ml) to prepare a solution. 4-[(6,7-Dimethoxy-4-quinolyl)oxy]-3-methylaniline (50 mg), toluene (5 ml), and ethanol (1 ml) were added to the solution, and the mixture was stirred at room temperature for 2 hr. The reaction solution was concentrated, and the residue was purified by chromatography on silica gel using chloroform/acetone for development to give the title compound (65 mg, yield 83%). Starting materials: CSc1ncc2c(n1)N1CCCC1CN(c1cccc(C#N)c1)C2=O, CCO, CCN(C(C)C)C(C)C, Cl, NO. The product is CSc1ncc2c(n1)N1CCCC1CN(c1cccc(C(N)=NO)c1)C2=O. As a reaction SMILES: [C:1](#[N:2])[c:3]1[cH:4][c:5]([N:9]2[C:10](=[O:25])[c:11]3[c:12]([n:19][c:20]([S:23][CH3:24])[n:21][cH:22]3)[N:13]3[CH2:14][CH2:15][CH2:16][CH:17]3[CH2:18]2)[cH:6][cH:7][cH:8]1.[CH3:38][CH2:39][OH:40].[CH:26]([N:27]([CH:28]([CH3:29])[CH3:30])[CH2:31][CH3:32])([CH3:33])[CH3:34].[ClH:35].[NH2:36][OH:37]>>[C:1]([NH2:2])([c:3]1[cH:4][c:5]([N:9]2[C:10](=[O:25])[c:11]3[c:12]([n:19][c:20]([S:23][CH3:24])[n:21][cH:22]3)[N:13]3[CH2:14][CH2:15][CH2:16][CH:17]3[CH2:18]2)[cH:6][cH:7][cH:8]1)=[N:36][OH:37]. Reactants: [OH-].[Na+] (NaOH), O (water), CN1N=C(C(=C1)C#N)[N+](=O)[O-] (1-methyl-3-nitro-4-pyrazolecarbonitrile), Cl (HCl). Yields the product CN1N=C(C(=C1)C(=O)O)[N+](=O)[O-] (1-methyl-3-nitro-4-pyrazolecarboxylic acid). As a reaction SMILES: [OH-:1].[Na+].[CH3:3][N:4]1[CH:8]=[C:7]([C:9]#N)[C:6]([N+:11]([O-:13])=[O:12])=[N:5]1.Cl.[OH2:15]>>[CH3:3][N:4]1[CH:8]=[C:7]([C:9]([OH:15])=[O:1])[C:6]([N+:11]([O-:13])=[O:12])=[N:5]1 |f:0.1|. Reported procedure: A solution was made of 350 ml. of water, 35 gm. of NaOH, and 32 gm. of 1-methyl-3-nitro-4-pyrazolecarbonitrile. The solution was refluxed for 18 hours, cooled in an ice bath, and then acidified to pH 2 with concentrated HCl. A solid precipitated, which was filtered, washed with cold water, and recrystallized from methanol-water. The yield was 32.5 gm. of 1-methyl-3-nitro-4-pyrazolecarboxylic acid, m.p. 185°-187° C. The reactants are C1=CC=CC2=CC3=CC=CC=C3C(=C12)CO (9-anthracene methanol), C1(CCCCC1)N=C=NC1CCCCC1 (dicyclohexyl carbodiimide), C(C(=C)C)(=O)O (methacrylic acid), 4-dimethyl amino pyridine. The solvent is C1CCOC1 (THF). Conditions: time 6 hour. Product: C(C(=C)C)(=O)O.C1=CC=CC2=CC3=CC=CC=C3C=C12 (anthracene methacrylate). Reaction SMILES: [CH:1]1[C:14]2[C:5](=[CH:6][C:7]3[C:12]([C:13]=2CO)=[CH:11][CH:10]=[CH:9][CH:8]=3)[CH:4]=[CH:3][CH:2]=1.C1(N=C=NC2CCCCC2)CCCCC1.[C:32]([OH:37])(=[O:36])[C:33]([CH3:35])=[CH2:34]>C1COCC1>[C:32]([OH:37])(=[O:36])[C:33]([CH3:35])=[CH2:34].[CH:4]1[C:5]2[C:14](=[CH:13][C:12]3[C:7]([CH:6]=2)=[CH:8][CH:9]=[CH:10][CH:11]=3)[CH:1]=[CH:2][CH:3]=1 |f:4.5|. Procedure: 208 g of 9-anthracene methanol (1 mol), 309 g of dicyclohexyl carbodiimide (1.5 mol) and a methacrylic acid were stirred and dissolved in 2,000 g of a THF solution to form a preliminary mixture. 183 g of 4-dimethyl amino pyridine (1.5 mol) was injected into the preliminary mixture at a temperature of 0° C. to obtain a mixture. The mixture was stirred at room temperature for 6 hours. A solvent was then removed from the stirred mixture. The mixture without the solvent was repeatedly re-crystallize...